Task: describe an organic reaction: reactants, conditions, products, and yield. Dataset: the Open Reaction Database (ORD), a public repository of structured organic reaction records Starting materials: [NH4+].[Cl-] (NH4Cl), CC=1N=C(SC1C=O)C1=CC=C(C=C1)C(F)(F)F (4-methyl-2-(4-trifluoromethyl-phenyl)-thiazole-5-carbaldehyde), solution, O1C(OCCC1)CC[Mg]Br ((1,3-dioxan-2-ylethyl)magnesiumbromide). Solvent: O1CCCC1 (tetrahydrofuran), O1CCCC1 (tetrahydrofuran). Reaction conditions: time 1 hour. The product is O1C(OCCC1)CCC(O)C1=C(N=C(S1)C1=CC=C(C=C1)C(F)(F)F)C ([rac]-3-[1,3]Dioxan-2-yl-1-[4-methyl-2-(4-trifluoromethyl-phenyl)-thiazol-5yl]-propan-1-ol). Isolated yield 98.0%. RXN SMILES: [CH3:1][C:2]1[N:3]=[C:4]([C:9]2[CH:14]=[CH:13][C:12]([C:15]([F:18])([F:17])[F:16])=[CH:11][CH:10]=2)[S:5][C:6]=1[CH:7]=[O:8].[O:19]1[CH2:24][CH2:23][CH2:22][O:21][CH:20]1[CH2:25][CH2:26][Mg]Br.[NH4+].[Cl-]>O1CCCC1>[O:19]1[CH2:24][CH2:23][CH2:22][O:21][CH:20]1[CH2:25][CH2:26][CH:7]([C:6]1[S:5][C:4]([C:9]2[CH:10]=[CH:11][C:12]([C:15]([F:18])([F:16])[F:17])=[CH:13][CH:14]=2)=[N:3][C:2]=1[CH3:1])[OH:8] |f:2.3|. Reported procedure: To a solution of 4-methyl-2-(4-trifluoromethyl-phenyl)-thiazole-5-carbaldehyde (200 mg, 0.74 mmol) in tetrahydrofuran (2 ml) was added slowly a 0.5 M solution of (1,3-dioxan-2-ylethyl)magnesiumbromide in tetrahydrofuran (2.06 ml, 1.03 mmol) at ambient temperature under an argon atmosphere. The reaction mixture was stirred 1 h at ambient temperature, saturated aqueous NH4Cl solution was added (15 ml) and the mixture was extracted two times with ethyl acetate. The combined organic layers were wash... Starting materials: CC(C)(C)O, C1CCOC1, CC=C(C)C, CC(=O)O, [O-][Cl+][O-], CC12CCC(C=O)=CC1=CCC1C2CCC2(C)C(C(=O)c3ccc(F)cc3)CCC12, [Na+], [Na+], [Na+], [Na+], O, O=P([O-])([O-])[O-]. Yields the product CC12CCC(C(=O)O)=CC1=CCC1C2CCC2(C)C(C(=O)c3ccc(F)cc3)CCC12. As a reaction SMILES: [C:58]([OH:59])([CH3:60])([CH3:61])[CH3:62].[CH2:49]1[O:50][CH2:51][CH2:52][CH2:53]1.[CH3:44][C:45](=[CH:46][CH3:47])[CH3:48].[CH3:54][C:55](=[O:56])[OH:57].[Cl+:1]([O-:2])[O-:3].[F:5][c:6]1[cH:7][cH:8][c:9]([C:10](=[O:11])[CH:12]2[C:13]3([CH3:14])[CH:15]([CH2:16][CH2:17]2)[CH:18]2[CH2:19][CH:20]=[C:21]4[CH:22]=[C:23]([CH:31]=[O:32])[CH2:24][CH2:25][C:26]4([CH3:27])[CH:28]2[CH2:29][CH2:30]3)[cH:33][cH:34]1.[Na+:40].[Na+:41].[Na+:42].[Na+:4].[OH2:43].[P:35](=[O:36])([O-:37])([O-:38])[O-:39]>>[F:5][c:6]1[cH:7][cH:8][c:9]([C:10](=[O:11])[CH:12]2[C:13]3([CH3:14])[CH:15]([CH2:16][CH2:17]2)[CH:18]2[CH2:19][CH:20]=[C:21]4[CH:22]=[C:23]([C:31](=[O:32])[OH:36])[CH2:24][CH2:25][C:26]4([CH3:27])[CH:28]2[CH2:29][CH2:30]3)[cH:33][cH:34]1.